This data is from the Open Reaction Database (ORD), a public repository of structured organic reaction records. The task is: describe an organic reaction: reactants, conditions, products, and yield Starting materials: ClC(Cl)Cl, CCOC(=O)c1cn2cc(CO)ccc2n1, O=S(Cl)Cl. The product is CCOC(=O)c1cn2cc(CCl)ccc2n1. RXN SMILES: [Cl:21][CH:22]([Cl:23])[Cl:24].[OH:1][CH2:2][c:3]1[cH:4][cH:5][c:6]2[n:7]([cH:8]1)[cH:9][c:10]([C:12](=[O:13])[O:14][CH2:15][CH3:16])[n:11]2.[S:17]([Cl:18])([Cl:19])=[O:20]>>[CH2:2]([c:3]1[cH:4][cH:5][c:6]2[n:7]([cH:8]1)[cH:9][c:10]([C:12](=[O:13])[O:14][CH2:15][CH3:16])[n:11]2)[Cl:19].